Dataset: the Open Reaction Database (ORD), a public repository of structured organic reaction records. Task: describe an organic reaction: reactants, conditions, products, and yield The reactants are NC[C@H](CC1=CC=C(C=C1)C=1N=C2N(C=CC=C2C(C)O)C1)NC(C1=CC(=C(C=C1)OC(C)C)Cl)=O (N-[(1S)-2-amino-1-({4-[8-(1-hydroxyethyl)imidazo[1,2-a]pyridin-2-yl]phenyl}methyl)ethyl]-3-chloro-4-[(1-methylethyl)oxy]benzamide), CCN=C=NCCCN(C)C.Cl (EDCl), C(C)(C)N(C(C)C)CC (N,N-diisopropylethylamine), CN(CC(=O)O)C (N,N-dimethylglycine). Run in C(Cl)Cl (methylene chloride), O (water). Run at time 8 hour. Yields the product ClC=1C=C(C(=O)N[C@H](CNC(CN(C)C)=O)CC2=CC=C(C=C2)C=2N=C3N(C=CC=C3C(C)O)C2)C=CC1OC(C)C (3-Chloro-N-[(1S)-2-[(N,N-dimethylglycyl)amino]-1-({4-[8-(1-hydroxyethyl)imidazo[1,2-a]pyridin-2-yl]phenyl}methyl)ethyl]-4-[(1-methylethyl)oxy]benzamide). Isolated yield 48.3%. As a reaction SMILES: [NH2:1][CH2:2][C@@H:3]([NH:23][C:24](=[O:36])[C:25]1[CH:30]=[CH:29][C:28]([O:31][CH:32]([CH3:34])[CH3:33])=[C:27]([Cl:35])[CH:26]=1)[CH2:4][C:5]1[CH:10]=[CH:9][C:8]([C:11]2[N:12]=[C:13]3[C:18]([CH:19]([OH:21])[CH3:20])=[CH:17][CH:16]=[CH:15][N:14]3[CH:22]=2)=[CH:7][CH:6]=1.CCN=C=NCCCN(C)C.Cl.C(N(CC)C(C)C)(C)C.[CH3:58][N:59]([CH3:64])[CH2:60][C:61](O)=[O:62]>C(Cl)Cl.O>[Cl:35][C:27]1[CH:26]=[C:25]([CH:30]=[CH:29][C:28]=1[O:31][CH:32]([CH3:33])[CH3:34])[C:24]([NH:23][C@@H:3]([CH2:4][C:5]1[CH:10]=[CH:9][C:8]([C:11]2[N:12]=[C:13]3[C:18]([CH:19]([OH:21])[CH3:20])=[CH:17][CH:16]=[CH:15][N:14]3[CH:22]=2)=[CH:7][CH:6]=1)[CH2:2][NH:1][C:61](=[O:62])[CH2:60][N:59]([CH3:64])[CH3:58])=[O:36] |f:1.2|. Procedure details: A mixture of N-[(1S)-2-amino-1-({4-[8-(1-hydroxyethyl)imidazo[1,2-a]pyridin-2-yl]phenyl}methyl)ethyl]-3-chloro-4-[(1-methylethyl)oxy]benzamide (0.912 g, 1.80 mmol), EDCl (0.69 g, 3.6 mmol), N,N-diisopropylethylamine (0.466 g, 3.6 mmol), and N,N-dimethylglycine (0.372 g, 3.6 mmol) in methylene chloride (17 mL) was stirred overnight at room temperature. The reaction was diluted with water, washed with brine, dried (Na2SO4), and concentrated. The residue was purified by flash chromatography on sili...